Task: describe an organic reaction: reactants, conditions, products, and yield. Dataset: the Open Reaction Database (ORD), a public repository of structured organic reaction records Reactants: COc1ccc2c(c1)CCC(=O)N2, [H-], [Na+], CN(C)C=O, CS(=O)(=O)Cl. Product: COc1ccc2c(c1)CCC(=O)N2S(C)(=O)=O. As a reaction SMILES: [CH3:3][O:4][c:5]1[cH:6][c:7]2[c:12]([cH:13][cH:14]1)[NH:11][C:10](=[O:15])[CH2:9][CH2:8]2.[H-:1].[Na+:2].[O:21]=[CH:22][N:23]([CH3:24])[CH3:25].[S:16](=[O:17])(=[O:18])([CH3:19])[Cl:20]>>[CH3:3][O:4][c:5]1[cH:6][c:7]2[c:12]([cH:13][cH:14]1)[N:11]([S:16](=[O:17])(=[O:18])[CH3:19])[C:10](=[O:15])[CH2:9][CH2:8]2. The reactants are N#Cc1ccc(O)c(Br)c1, O=C([O-])[O-], CC(C)=O, CCI, [K+], [K+], O. The product is CCOc1ccc(C#N)cc1Br. Reaction SMILES: [Br:7][c:8]1[cH:9][c:10]([C:11]#[N:12])[cH:13][cH:14][c:15]1[OH:16].[C:1](=[O:2])([O-:3])[O-:4].[CH3:21][C:22](=[O:23])[CH3:24].[I:17][CH2:18][CH3:19].[K+:5].[K+:6].[OH2:20]>>[Br:7][c:8]1[cH:9][c:10]([C:11]#[N:12])[cH:13][cH:14][c:15]1[O:16][CH2:18][CH3:19]. Reactants: ClC=1C=C(C=CC1OCC1=CC(=CC=C1)F)NC=1N=CN=C2C1C1=C(C3=CN(N=C3CC1)C1CCNCC1)S2 (N-{3-chloro-4-[(3-fluorobenzyl)oxy]phenyl}-2-piperidin-4-yl-4,5-dihydro-2H-pyrimido[5′,4′:4,5]thieno[2,3-e]indazol-6-amine), CC(=O)C (acetone), C(C)(=O)O[BH-](OC(C)=O)OC(C)=O.[Na+] (sodium triacetoxyborohydride), C(C)(=O)O (acetic acid). The solvent is C1CCOC1 (THF). Reaction conditions: time 16 hour. Product: ClC=1C=C(C=CC1OCC1=CC(=CC=C1)F)NC=1N=CN=C2C1C1=C(C3=CN(N=C3CC1)C1CCN(CC1)C(C)C)S2 (N-{3-chloro-4-[(3-fluorobenzyl)oxy]phenyl}-2-(1-isopropylpiperidin-4-yl)-4,5-dihydro-2H-pyrimido[5′,4′:4,5]thieno[2,3-e]indazol-6-amine). Yield: 36.5%. RXN SMILES: [Cl:1][C:2]1[CH:3]=[C:4]([NH:17][C:18]2[N:19]=[CH:20][N:21]=[C:22]3[S:39][C:25]4[C:26]5[C:30]([CH2:31][CH2:32][C:24]=4[C:23]=23)=[N:29][N:28]([CH:33]2[CH2:38][CH2:37][NH:36][CH2:35][CH2:34]2)[CH:27]=5)[CH:5]=[CH:6][C:7]=1[O:8][CH2:9][C:10]1[CH:15]=[CH:14][CH:13]=[C:12]([F:16])[CH:11]=1.[CH3:40][C:41]([CH3:43])=O.C(O[BH-](OC(=O)C)OC(=O)C)(=O)C.[Na+].C(O)(=O)C>C1COCC1>[Cl:1][C:2]1[CH:3]=[C:4]([NH:17][C:18]2[N:19]=[CH:20][N:21]=[C:22]3[S:39][C:25]4[C:26]5[C:30]([CH2:31][CH2:32][C:24]=4[C:23]=23)=[N:29][N:28]([CH:33]2[CH2:38][CH2:37][N:36]([CH:41]([CH3:43])[CH3:40])[CH2:35][CH2:34]2)[CH:27]=5)[CH:5]=[CH:6][C:7]=1[O:8][CH2:9][C:10]1[CH:15]=[CH:14][CH:13]=[C:12]([F:16])[CH:11]=1 |f:2.3|. Procedure details: To a solution of N-{3-chloro-4-[(3-fluorobenzyl)oxy]phenyl}-2-piperidin-4-yl-4,5-dihydro-2H-pyrimido[5′,4′:4,5]thieno[2,3-e]indazol-6-amine (40 mg, 0.07 mmol, 1 eq) in THF (1 mL) was added acetone (8 mg, 0.14 mmol, 2 eq), sodium triacetoxyborohydride (23 mg, 0.11 mmol, 1.5 eq) and trace amount of acetic acid. It was stirred at rt for 16 h. The mixture was purified by preparative HPLC to yield the desired product (15.4 mg, 36%). 1H-NMR (DMSO-d6) δ 8.41 (broad, 1H), 8.32 (d, 1H), 8.01 (d, 1H), 7.7... Starting materials: CC(C)(C)OC(=O)N1CCc2cc(C(=O)Nc3nc4c(C(=O)Nc5ncc[nH]5)cccc4[nH]3)ccc2C1, Cl, C1COCCO1. Product: O=C(Nc1nc2c(C(=O)Nc3ncc[nH]3)cccc2[nH]1)c1ccc2c(c1)CCNC2. Reaction SMILES: [C:1]([O:2][C:3](=[O:4])[N:8]1[CH2:9][c:10]2[cH:11][cH:12][c:13]([C:18]([NH:19][c:20]3[n:21][c:22]4[c:23]([nH:24]3)[cH:25][cH:26][cH:27][c:28]4[C:29]([NH:30][c:31]3[nH:32][cH:33][cH:34][n:35]3)=[O:36])=[O:37])[cH:14][c:15]2[CH2:16][CH2:17]1)([CH3:5])([CH3:6])[CH3:7].[ClH:38].[O:39]1[CH2:40][CH2:41][O:42][CH2:43][CH2:44]1>>[NH:8]1[CH2:9][c:10]2[cH:11][cH:12][c:13]([C:18]([NH:19][c:20]3[n:21][c:22]4[c:23]([nH:24]3)[cH:25][cH:26][cH:27][c:28]4[C:29]([NH:30][c:31]3[nH:32][cH:33][cH:34][n:35]3)=[O:36])=[O:37])[cH:14][c:15]2[CH2:16][CH2:17]1. Product: BrC=1C=CC(=NC1Cl)C(=O)OC (methyl 5-bromo-6-chloropicolinate). Reactants: BrC=1C=CC(=[N+](C1)[O-])C(=O)OC (5-bromo-2-(methoxycarbonyl)pyridine 1-oxide), P(=O)(Cl)(Cl)Cl (phosphoryl chloride), ice water. Procedure details: To 5-bromo-2-(methoxycarbonyl)pyridine 1-oxide (22.0 g) was added phosphoryl chloride (40.0 ml), and the mixture was stirred at 90° C. for 10 min. The reaction mixture was cooled to room temperature and poured into ice water. The reaction mixture was extracted with ethyl acetate, and the extract was washed with saturated aqueous sodium hydrogen carbonate solution and saturated brine, and dried over anhydrous sodium sulfate. The solvent was evaporated under reduced pressure to give the title comp... Conditions: temperature 90 celsius, time 10 minute. As a reaction SMILES: [Br:1][C:2]1[CH:3]=[CH:4][C:5]([C:9]([O:11][CH3:12])=[O:10])=[N+:6]([O-])[CH:7]=1.P(Cl)(Cl)([Cl:15])=O>>[Br:1][C:2]1[CH:3]=[CH:4][C:5]([C:9]([O:11][CH3:12])=[O:10])=[N:6][C:7]=1[Cl:15]. Reactants: C1=C(N2CCCCC2)c2ccccc2C1, [Li]CCCC, CCCCCC. Reaction SMILES: [CH2:1]1[CH:2]=[C:3]([N:10]2[CH2:11][CH2:12][CH2:13][CH2:14][CH2:15]2)[c:4]2[cH:5][cH:6][cH:7][cH:8][c:9]21.[CH3:16][CH2:17][CH2:18][CH2:19][Li:20].[CH3:21][CH2:22][CH2:23][CH2:24][CH2:25][CH3:26]>>[CH:1]1([Li:20])[CH:2]=[C:3]([N:10]2[CH2:11][CH2:12][CH2:13][CH2:14][CH2:15]2)[c:4]2[cH:5][cH:6][cH:7][cH:8][c:9]21. Product: [Li]C1C=C(N2CCCCC2)c2ccccc21.